Dataset: the Open Reaction Database (ORD), a public repository of structured organic reaction records. Task: describe an organic reaction: reactants, conditions, products, and yield Starting materials: O=C([O-])[O-], C1COCCO1, COCCOCOc1c(N)cccc1C(=O)OC, COc1ccc(Cl)nc1, [Cs+], [Cs+], CC(=O)[O-], CC(=O)[O-], [Pd+2], c1ccc(P(c2ccccc2)c2ccc3ccccc3c2-c2c(P(c3ccccc3)c3ccccc3)ccc3ccccc23)cc1. Yields the product COCCOCOc1c(Nc2ccc(OC)cn2)cccc1C(=O)OC. RXN SMILES: [C:74](=[O:75])([O-:76])[O-:77].[CH2:80]1[O:81][CH2:82][CH2:83][O:84][CH2:85]1.[CH3:1][O:2][C:3]([c:4]1[c:5]([O:11][CH2:12][O:13][CH2:14][CH2:15][O:16][CH3:17])[c:6]([NH2:10])[cH:7][cH:8][cH:9]1)=[O:18].[Cl:19][c:20]1[n:21][cH:22][c:23]([O:26][CH3:27])[cH:24][cH:25]1.[Cs+:78].[Cs+:79].[O-:87][C:88]([CH3:89])=[O:90].[O-:91][C:92]([CH3:93])=[O:94].[Pd+2:86].[c:28]1([P:29]([c:30]2[cH:31][cH:32][cH:33][cH:34][cH:35]2)[c:36]2[cH:37][cH:38][c:39]3[c:40]([cH:41][cH:42][cH:43][cH:44]3)[c:45]2-[c:46]2[c:47]3[c:48]([cH:49][cH:50][cH:51][cH:52]3)[cH:53][cH:54][c:55]2[P:56]([c:57]2[cH:58][cH:59][cH:60][cH:61][cH:62]2)[c:63]2[cH:64][cH:65][cH:66][cH:67][cH:68]2)[cH:69][cH:70][cH:71][cH:72][cH:73]1>>[CH3:1][O:2][C:3]([c:4]1[c:5]([O:11][CH2:12][O:13][CH2:14][CH2:15][O:16][CH3:17])[c:6]([NH:10][c:20]2[n:21][cH:22][c:23]([O:26][CH3:27])[cH:24][cH:25]2)[cH:7][cH:8][cH:9]1)=[O:18]. Reactants: BrCCCO (3-bromopropanol), FC=1C=C(C=CC1)O (3-fluorophenol), C([O-])([O-])=O.[K+].[K+] (potassium carbonate). Solvent: CC(=O)C (acetone). Product: FC=1C=C(OCCCO)C=CC1 (3-(3-fluorophenoxy)propanol). Yield: 82.7%. RXN SMILES: Br[CH2:2][CH2:3][CH2:4][OH:5].[F:6][C:7]1[CH:8]=[C:9]([OH:13])[CH:10]=[CH:11][CH:12]=1.C(=O)([O-])[O-].[K+].[K+]>CC(C)=O>[F:6][C:7]1[CH:8]=[C:9]([CH:10]=[CH:11][CH:12]=1)[O:13][CH2:2][CH2:3][CH2:4][OH:5] |f:2.3.4|. Procedure details: A stirred mixture of 24.3 grams (0.174 mole) of 3-bromopropanol, 20.6 grams (0.180 mole) of 3-fluorophenol, and 37.0 grams (0.270 mole) of potassium carbonate in 300 mL of acetone was heated at reflux for about 18 hours. The reaction mixture was then cooled and concentrated under reduced pressure to a residue, which was stirred with water and extracted with diethyl ether. The ether extract was washed with an aqueous 10% sodium hydroxide solution and then with water. The organic layer was dried w... The reactants are S(=S)(=O)([O-])[O-].[Na+].[Na+] (sodium thiosulfate), FC1=C(C=CC=C1[N+](=O)[O-])C(O)C1=CNC=2N=CN=CC21 ((2-fluoro-3-nitro-phenyl)-(7H-pyrrolo[2,3-d]pyrimidin-5-yl)-methanol), CC(=O)OI1(C=2C=CC=CC2C(=O)O1)(OC(=O)C)OC(=O)C (Dess-Martin periodinane), C([O-])(O)=O.[Na+] (sodium bicarbonate). Solvent: O (water), C(C)(=O)OCC (ethyl acetate), O1CCCC1 (tetrahydrofuran). Reaction conditions: time 30 minute. Yields the product FC1=C(C=CC=C1[N+](=O)[O-])C(=O)C1=CNC=2N=CN=CC21 ((2-fluoro-3-nitro-phenyl)-(7H-pyrrolo[2,3-d]pyrimidin-5-yl)-methanone). The yield is 83.9%. As a reaction SMILES: [F:1][C:2]1[C:7]([N+:8]([O-:10])=[O:9])=[CH:6][CH:5]=[CH:4][C:3]=1[CH:11]([C:13]1[C:21]2[CH:20]=[N:19][CH:18]=[N:17][C:16]=2[NH:15][CH:14]=1)[OH:12].C(=O)(O)[O-].[Na+].CC(OI1(OC(C)=O)(OC(C)=O)OC(=O)C2C=CC=CC1=2)=O.S([O-])([O-])(=O)=S.[Na+].[Na+]>C(OCC)(=O)C.O.O1CCCC1>[F:1][C:2]1[C:7]([N+:8]([O-:10])=[O:9])=[CH:6][CH:5]=[CH:4][C:3]=1[C:11]([C:13]1[C:21]2[CH:20]=[N:19][CH:18]=[N:17][C:16]=2[NH:15][CH:14]=1)=[O:12] |f:1.2,4.5.6|. Procedure: To (2-fluoro-3-nitro-phenyl)-(7H-pyrrolo[2,3-d]pyrimidin-5-yl)-methanol (37, 0.699 g, 2.42 mmol), 52 mL of tetrahydrofuran was added, followed by sodium bicarbonate (2.04 g, 24.2 mmol) and Dess-Martin periodinane (1.03 g, 2.42 mmol). The reaction was allowed to stir at room temperature for 30 minutes and 25 mL of saturated sodium thiosulfate and 30 mL of water were added, followed by 50 mL of ethyl acetate. The organic layer was dried with magnesium sulfate, filtered, and the filtrate concentrat... Reactants: CCCc1c(OCCCOc2ccc(C(=O)C(=O)OCC)cc2)ccc(C(C)=O)c1OC, CO, [Na+], [OH-]. Product: CCCc1c(OCCCOc2ccc(C(=O)C(=O)O)cc2)ccc(C(C)=O)c1OC. RXN SMILES: [CH2:1]([CH3:2])[O:3][C:4]([C:5]([c:6]1[cH:7][cH:8][c:9]([O:12][CH2:13][CH2:14][CH2:15][O:16][c:17]2[c:18]([CH2:28][CH2:29][CH3:30])[c:19]([O:26][CH3:27])[c:20]([C:23]([CH3:24])=[O:25])[cH:21][cH:22]2)[cH:10][cH:11]1)=[O:31])=[O:32].[CH3:35][OH:36].[Na+:34].[OH-:33]>>[O:3]=[C:4]([C:5]([c:6]1[cH:7][cH:8][c:9]([O:12][CH2:13][CH2:14][CH2:15][O:16][c:17]2[c:18]([CH2:28][CH2:29][CH3:30])[c:19]([O:26][CH3:27])[c:20]([C:23]([CH3:24])=[O:25])[cH:21][cH:22]2)[cH:10][cH:11]1)=[O:31])[OH:32]. Starting materials: ClC1=NC=NC(=C1C)Cl (4,6-dichloro-5-methylpyrimidine), Cl.C(C)(C)C1=NOC(=N1)C1CCNCC1 (4-(3-isopropyl-1,2,4-oxadiazol-5-yl)piperidine hydrochloride), C(C)(C)N(CC)C(C)C (diisopropylethylamine), ice. The solvent is ClCCl (dichloromethane), ClCCl (dichloromethane), ClCCl (dichloromethane). Run at temperature 27 celsius, time 2 hour. Product: ClC1=C(C(=NC=N1)N1CCC(CC1)C1=NC(=NO1)C(C)C)C (5-(1-(6-chloro-5-methylpyrimidin-4-yl)piperidin-4-yl)-3-isopropyl-1,2,4-oxadiazole). Isolated yield 43.0%. Reaction SMILES: Cl.[CH:2]([C:5]1[N:9]=[C:8]([CH:10]2[CH2:15][CH2:14][NH:13][CH2:12][CH2:11]2)[O:7][N:6]=1)([CH3:4])[CH3:3].C(N(C(C)C)CC)(C)C.[Cl:25][C:26]1[C:31]([CH3:32])=[C:30](Cl)[N:29]=[CH:28][N:27]=1>ClCCl>[Cl:25][C:26]1[N:27]=[CH:28][N:29]=[C:30]([N:13]2[CH2:14][CH2:15][CH:10]([C:8]3[O:7][N:6]=[C:5]([CH:2]([CH3:4])[CH3:3])[N:9]=3)[CH2:11][CH2:12]2)[C:31]=1[CH3:32] |f:0.1|. Procedure: A solution of 4-(3-isopropyl-1,2,4-oxadiazol-5-yl)piperidine hydrochloride (2.0 gm, 0.008369 moles) and diisopropylethylamine (2.78 gm, 0.0215 moles) in dichloromethane (30 ml) was added to an ice-cooled solution of 4,6-dichloro-5-methylpyrimidine (2.1 gm, 0.001295 moles) in dichloromethane (10 ml) and the reaction was stirred at 27° C. for 2 h. The reaction mixture was diluted with dichloromethane and washed with water and brine, dried over sodium sulfate and evaporated under reduced pressure. ... Reactants: [Cl-].[Na+] (sodium chloride), ClC=1C=C(C=CC1)O (3-chlorophenol), C[O-].[Na+] (sodium methylate), C(C)OC(=O)C=1N=C(SC1)Br (ethyl-2-bromothiazole-4-carboxylate). The solvent is O (water), C1(=CC=CC=C1)C (toluene). Run at time 15 minute. The product is C(C)OC(=O)C=1N=C(SC1)OC1=CC(=CC=C1)Cl (ethyl-2-(3-chlorophenoxy)thiazole-4-carboxylate). Isolated yield 96.1%. As a reaction SMILES: [Cl:1][C:2]1[CH:3]=[C:4]([OH:8])[CH:5]=[CH:6][CH:7]=1.C[O-].[Na+].[CH2:12]([O:14][C:15]([C:17]1[N:18]=[C:19](Br)[S:20][CH:21]=1)=[O:16])[CH3:13].[Cl-].[Na+]>O.C1(C)C=CC=CC=1>[CH2:12]([O:14][C:15]([C:17]1[N:18]=[C:19]([O:8][C:4]2[CH:5]=[CH:6][CH:7]=[C:2]([Cl:1])[CH:3]=2)[S:20][CH:21]=1)=[O:16])[CH3:13] |f:1.2,4.5|. Procedure: 13.72 g (106.72 mmol) 3-chlorophenol were added to a mixture of 19.21 g (106.72 mmol) sodium methylate-solution (30% in methanol) and 200 ml toluene and the mixture stirred 15 minutes at room temperature. The solution was evaporated to dryness, the residue suspended in 100 ml of toluene and evaporated to dryness again. The residue was dissolved in 100 ml dimethylsulphoxide and 24 g (101.65 mmol) of ethyl-2-bromothiazole-4-carboxylate [prepared as in Example 1b] were added in one portion. The sol... Reactants: [BH4-].[Na+] (NaBH4), COC(CN1N=C(N=N1)CC1=NC(=CC=C1)Br)=O (methyl{5-[(6-bromopyridin-2-yl)methyl]-2H-tetrazol-2-yl}acetate). Run in CO (MeOH), CO (MeOH), O (water). Conditions: time 2 hour. Product: EtOAc hexanes, BrC1=CC=CC(=N1)CC=1N=NN(N1)CCO (2-{5-[(6-Bromopyridin-2-yl)methyl]-2H-tetrazol-2-yl}ethanol). The yield is 40.0%. Reaction SMILES: [BH4-].[Na+].C[O:4][C:5](=O)[CH2:6][N:7]1[N:11]=[N:10][C:9]([CH2:12][C:13]2[CH:18]=[CH:17][CH:16]=[C:15]([Br:19])[N:14]=2)=[N:8]1>CO.O>[Br:19][C:15]1[N:14]=[C:13]([CH2:12][C:9]2[N:10]=[N:11][N:7]([CH2:6][CH2:5][OH:4])[N:8]=2)[CH:18]=[CH:17][CH:16]=1 |f:0.1|. Reported procedure: To a solution of NaBH4 (92 mg, 2.44 mmol) in MeOH (4.0 mL) at room temperature was added methyl{5-[(6-bromopyridin-2-yl)methyl]-2H-tetrazol-2-yl}acetate (380 mg, 1.22 mmol) in MeOH (6.0 mL). The reaction was stirred at room temperature for 2 h. It was then diluted with water and extracted with EtOAc (3×). The combined organic layers were washed with brine, dried (MgSO4), filtered, and evaporated. Flash chromatography (40-100% EtOAc/hexanes) afforded the title compound as a colorless gum. Reactants: COC(=O)C1(CCOCC1)C1=NC=C(C=C1C)Br (4-(5-bromo-3-methylpyridin-2-yl)tetrahydro-2H-pyran-4-carboxylic acid methyl ester), aqueous solution, [OH-].[Na+] (sodium hydroxide). The solvent is O1CCCC1 (tetrahydrofuran), CO (methanol). Reaction conditions: time 8 hour. Yields the product BrC=1C=C(C(=NC1)C1(CCOCC1)C(=O)O)C (4-(5-bromo-3-methylpyridin-2-yl)tetrahydro-2H-pyran-4-carboxylic acid). Yield: 59.2%. As a reaction SMILES: C[O:2][C:3]([C:5]1([C:11]2[C:16]([CH3:17])=[CH:15][C:14]([Br:18])=[CH:13][N:12]=2)[CH2:10][CH2:9][O:8][CH2:7][CH2:6]1)=[O:4].[OH-].[Na+]>O1CCCC1.CO>[Br:18][C:14]1[CH:15]=[C:16]([CH3:17])[C:11]([C:5]2([C:3]([OH:4])=[O:2])[CH2:10][CH2:9][O:8][CH2:7][CH2:6]2)=[N:12][CH:13]=1 |f:1.2|. Procedure details: To a solution of 4-(5-bromo-3-methylpyridin-2-yl)tetrahydro-2H-pyran-4-carboxylic acid methyl ester (745 mg) in tetrahydrofuran (5 ml) and methanol (5 ml) was added 4 N aqueous solution of sodium hydroxide (5 ml) at room temperature, and stirred overnight. After completion of the reaction, the organic solvent was evaporated, diluted with 1 N aqueous solution of sodium hydroxide and water, diethyl ether was added thereto, and the aqueous layer was separated. The aqueous layer was ice-cooled, conc...